describe an organic reaction: reactants, conditions, products, and yield From a dataset of the Open Reaction Database (ORD), a public repository of structured organic reaction records. Starting materials: resultant mixture, C(O)([O-])=O.[Na+] (sodium hydrogencarbonate), compound, ClCCl (dichloromethane), C(C)[SiH](CC)CC (triethylsilane), C(C)#N (acetonitrile). Conditions: time 1 hour. Product: C(CC)[C@@H]1CC[C@H](CC1)C1CC=CC(C1)CCCCC (4-(trans-4-propylcyclohexyl)-6-pentylcyclohexene). RXN SMILES: ClCCl.C([SiH]([CH2:9][CH3:10])CC)C.C(=O)([O-])O.[Na+].[C:16](#N)[CH3:17]>>[CH2:17]([C@H:16]1[CH2:10][CH2:10][C@H:9]([CH:17]2[CH2:16][CH:17]([CH2:9][CH2:16][CH2:17][CH2:9][CH3:10])[CH:16]=[CH:10][CH2:9]2)[CH2:17][CH2:16]1)[CH2:9][CH3:10] |f:2.3|. Procedure details: Under a nitrogen atmosphere, 6.56 g of compound (r-12) was dissolved into a mixed solvent of 100 mL of dichloromethane and 100 mL of acetonitrile, 3.91 g of triethylsilane was added thereto, and then 4.13 g of trifluoroborane-diethyl ether complex was added dropwise at −50° C., the resultant mixture was stirred at −78° C. for 30 minutes, and then stirred at room temperature for 1 hour. A saturated aqueous solution of sodium hydrogencarbonate was added dropwise to terminate a reaction, the result...